From a dataset of the Open Reaction Database (ORD), a public repository of structured organic reaction records. describe an organic reaction: reactants, conditions, products, and yield Reactants: C(C)OC([C@H](CC1=CC=C(C=C1)OC(C)(C)C(=O)O)OC)=O ((2S)-3-[4-(1-carboxy-1-methyl-ethoxy)-phenyl]-2-methoxy-propionic acid ethyl ester), FC(C=1C=C(C=CC1)CCN)(F)F (2-(3-trifluoromethyl-phenyl)-ethylamine), C(C)O[C@H](C(=O)O)CC1=CC=C(C=C1)O[C@H](C)C(NCCC1=CC=C(C=C1)OC1=CC=CC=C1)=O ((2S,1R)-2-ethoxy-3-(4-{1-[2-(4-phenoxy-phenyl)-ethylcarbamoyl]-ethoxy}-phenyl)-propionic acid). Product: COC(C(=O)O)CC1=CC=C(C=C1)OC(C)(C(NCCC1=CC(=CC=C1)C(F)(F)F)=O)C (2-methoxy-3-(4-{1-methyl-1-[2-(3-trifluoromethyl-phenyl)-ethylcarbamoyl]-ethoxy}-phenyl)-propionic acid). Reaction SMILES: C([O:3][C:4](=[O:22])[C@@H:5]([O:20][CH3:21])[CH2:6][C:7]1[CH:12]=[CH:11][C:10]([O:13][C:14]([C:17]([OH:19])=O)([CH3:16])[CH3:15])=[CH:9][CH:8]=1)C.[F:23][C:24]([F:35])([F:34])[C:25]1[CH:26]=[C:27]([CH2:31][CH2:32][NH2:33])[CH:28]=[CH:29][CH:30]=1.C(O[C@@H](CC1C=CC(O[C@@H](C(=O)NCCC2C=CC(OC3C=CC=CC=3)=CC=2)C)=CC=1)C(O)=O)C>>[CH3:21][O:20][CH:5]([CH2:6][C:7]1[CH:8]=[CH:9][C:10]([O:13][C:14]([CH3:15])([C:17](=[O:19])[NH:33][CH2:32][CH2:31][C:27]2[CH:28]=[CH:29][CH:30]=[C:25]([C:24]([F:23])([F:34])[F:35])[CH:26]=2)[CH3:16])=[CH:11][CH:12]=1)[C:4]([OH:3])=[O:22]. Procedure details: The title compound was prepared from (2S)-3-[4-(1-carboxy-1-methyl-ethoxy)-phenyl]-2-methoxy-propionic acid ethyl ester (PREPARATION 5, step 2) and 2-(3-trifluoromethyl-phenyl)-ethylamine via the same procedure used for the preparation of (2S,1R)-2-ethoxy-3-(4-{1-[2-(4-phenoxy-phenyl)-ethylcarbamoyl]-ethoxy}-phenyl)-propionic acid (Example 1, step 3) to produce a colorless oil. MS (ES) for C23H26F3NO5 [M−H]−: 452. Reactants: CI (methyl iodide), [H-].[Na+] (sodium hydride), C(C1=CC=CC=C1)(C1=CC=CC=C1)(C1=CC=CC=C1)N1C=NC(=C1)CC#N ((1-trityl-1H-imidazol-4-yl)-acetonitrile). The solvent is C1CCOC1 (THF). Run at temperature -5 celsius, time 12 hour. Yields the product C(C1=CC=CC=C1)(C1=CC=CC=C1)(C1=CC=CC=C1)N1C=NC(=C1)C(C#N)C (2-(1-trityl-1H-imidazol-4-yl)-propionitrile). Reaction SMILES: [C:1]([N:20]1[CH:24]=[C:23]([CH2:25][C:26]#[N:27])[N:22]=[CH:21]1)([C:14]1[CH:19]=[CH:18][CH:17]=[CH:16][CH:15]=1)([C:8]1[CH:13]=[CH:12][CH:11]=[CH:10][CH:9]=1)[C:2]1[CH:7]=[CH:6][CH:5]=[CH:4][CH:3]=1.[CH3:28]I.[H-].[Na+]>C1COCC1>[C:1]([N:20]1[CH:24]=[C:23]([CH:25]([CH3:28])[C:26]#[N:27])[N:22]=[CH:21]1)([C:14]1[CH:15]=[CH:16][CH:17]=[CH:18][CH:19]=1)([C:8]1[CH:9]=[CH:10][CH:11]=[CH:12][CH:13]=1)[C:2]1[CH:7]=[CH:6][CH:5]=[CH:4][CH:3]=1 |f:2.3|. Procedure: 9.2 g (1-trityl-1H-imidazol-4-yl)-acetonitrile are dissolved in 120 mL THF, the solution is cooled to −5° C. and 1.8 mL methyl iodide and 1.08 g sodium hydride (60%) are added. The suspension is stirred for 12 h at RT and then applied directly to RP gel and purified by RP chromatography (C18, 10/90 to 90/10 acetonitrile/water in 15 min-0.2% formic acid is added to both solvents). Starting materials: Cl.Cl.COC1=NC2=CC(=CC(=C2N=C1OC)CN(CC(=O)O)CC1=NC=CC=C1)[N+](=O)[O-] (N-(2,3-dimethoxy-7-nitro-quinoxalin-5-ylmethyl)-N-(2-pyridylmethyl)-glycine dihydrochloride), solution, Br (hydrogen bromide). The solvent is C(C)(=O)O (acetic acid), C(C)OCC (diethyl ether). Yields the product Br.Br.O=C1NC2=CC(=CC(=C2NC1=O)CN(CC(=O)O)CC1=NC=CC=C1)[N+](=O)[O-] (N-(2,3-Dioxo-7-nitro-1,2,3,4-tetrahydroquinoxalin-5-ylmethyl)-N-(2-pyridylmethyl)-glycine dihydrobromide). RXN SMILES: Cl.Cl.C[O:4][C:5]1[C:14]([O:15]C)=[N:13][C:12]2[C:7](=[CH:8][C:9]([N+:30]([O-:32])=[O:31])=[CH:10][C:11]=2[CH2:17][N:18]([CH2:23][C:24]2[CH:29]=[CH:28][CH:27]=[CH:26][N:25]=2)[CH2:19][C:20]([OH:22])=[O:21])[N:6]=1.[BrH:33]>C(O)(=O)C.C(OCC)C>[BrH:33].[BrH:33].[O:4]=[C:5]1[C:14](=[O:15])[NH:13][C:12]2[C:7](=[CH:8][C:9]([N+:30]([O-:32])=[O:31])=[CH:10][C:11]=2[CH2:17][N:18]([CH2:23][C:24]2[CH:29]=[CH:28][CH:27]=[CH:26][N:25]=2)[CH2:19][C:20]([OH:22])=[O:21])[NH:6]1 |f:0.1.2,6.7.8|. Reported procedure: 49 mg (0.1 mmol) of N-(2,3-dimethoxy-7-nitro-quinoxalin-5-ylmethyl)-N-(2-pyridylmethyl)-glycine dihydrochloride are stirred in 2 ml of a 48% solution of hydrogen bromide in acetic acid for 18 hours at 70° C. The mixture is diluted with diethyl ether and the solid is filtered off, washed with diethyl ether and dried. The title compound is obtained in the form of a yellow solid. Reactants: [Br-], C1COC1, CNCCC[N+](C)(C)C, O. Product: [Br-], CN(CCCO)CCC[N+](C)(C)C. As a reaction SMILES: [Br-:5].[CH2:1]1[CH2:2][O:3][CH2:4]1.[CH3:6][N+:7]([CH2:8][CH2:9][CH2:10][NH:11][CH3:12])([CH3:13])[CH3:14].[OH2:15]>>[Br-:5].[CH2:1]([CH2:2][OH:3])[CH2:4][N:11]([CH2:10][CH2:9][CH2:8][N+:7]([CH3:6])([CH3:13])[CH3:14])[CH3:12]. Reactants: BrC(Br)(Br)Br, ClCCl, OCCc1c[nH]c2ccc(F)cc12, O, c1ccc(P(c2ccccc2)c2ccccc2)cc1. Yields the product Fc1ccc2[nH]cc(CCBr)c2c1. RXN SMILES: [Br:17][C:18]([Br:19])([Br:20])[Br:21].[Cl:14][CH2:15][Cl:16].[F:1][c:2]1[cH:3][c:4]2[c:5]([CH2:11][CH2:12][OH:13])[cH:6][nH:7][c:8]2[cH:9][cH:10]1.[OH2:41].[c:22]1([P:23]([c:24]2[cH:25][cH:26][cH:27][cH:28][cH:29]2)[c:30]2[cH:31][cH:32][cH:33][cH:34][cH:35]2)[cH:36][cH:37][cH:38][cH:39][cH:40]1>>[F:1][c:2]1[cH:3][c:4]2[c:5]([CH2:11][CH2:12][Br:17])[cH:6][nH:7][c:8]2[cH:9][cH:10]1. Starting materials: COC1=CC=C(C(=O)NC=2C(=CC=CC2)NC(=O)OCCOC2CCN(CC2)C(=O)OC(C)(C)C)C=C1 (N1-(4-methoxybenzoyl)-N2-[2-[1-(tert-butoxycarbonyl)piperidin-4-yloxy]ethoxycarbonyl]-1,2-benzenediamine), FC(C(=O)O)(F)F (trifluoroacetic acid), Cl (hydrochloric acid). The solvent is C(Cl)Cl (methylene chloride). Conditions: time 0.5 hour. Yields the product hydrochloride salt, COC1=CC=C(C(=O)NC=2C(=CC=CC2)NC(=O)OCCOC2CCNCC2)C=C1 (N1-(4-Methoxybenzoyl)-N2-[2-(4-piperidinyloxy)ethoxycarbonyl]-1,2-benzenediamine). Yield: 180.4%. As a reaction SMILES: [CH3:1][O:2][C:3]1[CH:37]=[CH:36][C:6]([C:7]([NH:9][C:10]2[C:11]([NH:16][C:17]([O:19][CH2:20][CH2:21][O:22][CH:23]3[CH2:28][CH2:27][N:26](C(OC(C)(C)C)=O)[CH2:25][CH2:24]3)=[O:18])=[CH:12][CH:13]=[CH:14][CH:15]=2)=[O:8])=[CH:5][CH:4]=1.FC(F)(F)C(O)=O.Cl>C(Cl)Cl>[CH3:1][O:2][C:3]1[CH:4]=[CH:5][C:6]([C:7]([NH:9][C:10]2[C:11]([NH:16][C:17]([O:19][CH2:20][CH2:21][O:22][CH:23]3[CH2:24][CH2:25][NH:26][CH2:27][CH2:28]3)=[O:18])=[CH:12][CH:13]=[CH:14][CH:15]=2)=[O:8])=[CH:36][CH:37]=1. Procedure details: A solution of N1-(4-methoxybenzoyl)-N2-[2-[1-(tert-butoxycarbonyl)piperidin-4-yloxy]ethoxycarbonyl]-1,2-benzenediamine (180 mg, 0.362 mmol) in methylene chloride (2 mL) was treated with trifluoroacetic acid (0.30 mL). After 0.5 h, the mixture was concentrated in vacuo. The residue was treated with 1 N aqueous sodium hydroxide followed by ethyl acetate. The aqueous phase was extracted twice with ethyl acetate and the combined organic phases were dried (sodium sulfate), filtered, and concentrated ... Reactants: C(C)OC(CC1CCC(CC1)C1=CC=C(C=C1)C=1N=NC(=CC1)Cl)=O ({4-[4-(6-chloro-pyridazin-3-yl)-phenyl]-cyclohexyl}-acetic acid ethyl ester), Cl (HCl), ClC=1C=C(N)C=CC1 (3-chloroaniline). Run in O1CCOCC1 (dioxane), O1CCOCC1 (dioxane). Run at temperature 100 celsius. Product: C(C)OC(CC1CCC(CC1)C1=CC=C(C=C1)C=1N=NC(=CC1)NC1=CC(=CC=C1)Cl)=O ((4-{4-[6-(3-Chloro-phenylamino)-pyridazin-3-yl]-phenyl}-cyclohexyl)-acetic acid ethyl ester). As a reaction SMILES: [CH2:1]([O:3][C:4](=[O:25])[CH2:5][CH:6]1[CH2:11][CH2:10][CH:9]([C:12]2[CH:17]=[CH:16][C:15]([C:18]3[N:19]=[N:20][C:21](Cl)=[CH:22][CH:23]=3)=[CH:14][CH:13]=2)[CH2:8][CH2:7]1)[CH3:2].[Cl:26][C:27]1[CH:28]=[C:29]([CH:31]=[CH:32][CH:33]=1)[NH2:30].Cl>O1CCOCC1>[CH2:1]([O:3][C:4](=[O:25])[CH2:5][CH:6]1[CH2:7][CH2:8][CH:9]([C:12]2[CH:17]=[CH:16][C:15]([C:18]3[N:19]=[N:20][C:21]([NH:30][C:29]4[CH:31]=[CH:32][CH:33]=[C:27]([Cl:26])[CH:28]=4)=[CH:22][CH:23]=3)=[CH:14][CH:13]=2)[CH2:10][CH2:11]1)[CH3:2]. Procedure: To a suspension of {4-[4-(6-chloro-pyridazin-3-yl)-phenyl]-cyclohexyl}-acetic acid ethyl ester (2.0 g, 5.6 mmol, 1.0 equiv) in 40 Ml dioxane was added 3-chloroaniline (0.70 Ml, 6.7 mmol, 1.2 equiv) followed by 2 Ml 4 N HCl in dioxane. The mixture was then heated to 100° C. overnight. The reaction was partitioned between EtOAc and saturated bicarbonate solution, and the organic extracts were then washed with brine and dried. Removal of solvent in vacuo afforded the title compound: 1H NMR (400 MHz... Reaction SMILES: [CH2:1]([N:8]1[C:12]([CH3:13])=[C:11](Br)[C:10]([C:15]#[N:16])=[N:9]1)[C:2]1[CH:7]=[CH:6][CH:5]=[CH:4][CH:3]=1.[CH3:17][C:18]([CH3:32])([CH3:31])[C:19]([NH:21][C:22]1[CH:27]=[CH:26][CH:25]=[CH:24][C:23]=1B(O)O)=[O:20].C(O)CC.C(=O)([O-])[O-].[Na+].[Na+]>C([O-])(=O)C.[Pd+2].C([O-])(=O)C.C1(P(C2C=CC=CC=2)C2C=CC=CC=2)C=CC=CC=1.C(OC)(C)(C)C.O>[CH2:1]([N:8]1[C:12]([CH3:13])=[C:11]([C:23]2[CH:24]=[CH:25][CH:26]=[CH:27][C:22]=2[NH:21][C:19](=[O:20])[C:18]([CH3:31])([CH3:17])[CH3:32])[C:10]([C:15]#[N:16])=[N:9]1)[C:2]1[CH:7]=[CH:6][CH:5]=[CH:4][CH:3]=1 |f:3.4.5,6.7.8|. Run at time 16 hour. Starting materials: C(C1=CC=CC=C1)N1N=C(C(=C1C)Br)C#N (1-Benzyl-4-bromo-5-methyl-1H-pyrazole-3-carbonitrile), CC(C(=O)NC1=C(C=CC=C1)B(O)O)(C)C (2-[(2,2-dimethylpropanoyl)amino]phenylboronic acid), C(CC)O (1-propanol), C([O-])([O-])=O.[Na+].[Na+] (sodium carbonate). Reagents/catalysts: C(C)(=O)[O-].[Pd+2].C(C)(=O)[O-] (palladium (II) acetate), C1(=CC=CC=C1)P(C1=CC=CC=C1)C1=CC=CC=C1 (triphenylphosphine). Yield: 59.1%. The product is C(C1=CC=CC=C1)N1N=C(C(=C1C)C1=C(C=CC=C1)NC(C(C)(C)C)=O)C#N (N-[2-(1-benzyl-3-cyano-5-methyl-1H-pyrazol-4-yl)phenyl]-2,2-dimethylpropanamide). Procedure: 1-Benzyl-4-bromo-5-methyl-1H-pyrazole-3-carbonitrile (3.00 g, 10.9 mmol) was treated with triphenylphosphine (85 mg, 0.32 mmol), 2-[(2,2-dimethylpropanoyl)amino]phenylboronic acid (prepared as described in Part G of Example 23, 2.15 g, 16.3 mmol), 1-propanol (22 mL), palladium (II) acetate (24 mg, 0.11 mmol), aqueous sodium carbonate (6.5 mL of 2 M, 13 mmol), and water (4.4 mL) according to the general procedure described in Example 34. The reaction time was approximately 16 hours and no additio... The solvent is C(C)(C)(C)OC (methyl tert-butyl ether), O (water). Reaction conditions: temperature 150 celsius. Starting materials: OC1=CC(N(C2=NC=CC=C12)C1=CC=CC=C1)=O (4-hydroxy-1-phenyl-1,8-naphthyridin-2 (1H)-one), N1=CC=C(C=C1)CCC(=O)O (3-(pyridin-4-yl)propionic acid), polyphosphoric acid. As a reaction SMILES: [OH:1][C:2]1[C:11]2[C:6](=[N:7][CH:8]=[CH:9][CH:10]=2)[N:5]([C:12]2[CH:17]=[CH:16][CH:15]=[CH:14][CH:13]=2)[C:4](=[O:18])[CH:3]=1.[N:19]1[CH:24]=[CH:23][C:22]([CH2:25][CH2:26][C:27](O)=[O:28])=[CH:21][CH:20]=1>O>[OH:1][C:2]1[C:11]2[C:6](=[N:7][CH:8]=[CH:9][CH:10]=2)[N:5]([C:12]2[CH:13]=[CH:14][CH:15]=[CH:16][CH:17]=2)[C:4](=[O:18])[C:3]=1[C:27](=[O:28])[CH2:26][CH2:25][C:22]1[CH:23]=[CH:24][N:19]=[CH:20][CH:21]=1. The yield is 51.0%. Yields the product OC1=C(C(N(C2=NC=CC=C12)C1=CC=CC=C1)=O)C(CCC1=CC=NC=C1)=O (4-hydroxy-3-[1-oxo-3-(pyridin-4-yl)propyl]-1-phenyl-1,8-naphthyridin-2 (1H)-one). Reported procedure: A mixture of 4-hydroxy-1-phenyl-1,8-naphthyridin-2 (1H)-one (2.0 g, 8.4 mmol; synthesized according to JP, A, 61-246183 (1986)), 3-(pyridin-4-yl)propionic acid (19.03 g, 126 mmol, 15 eq.) and polyphosphoric acid (about 100 ml) was heated overnight at 150° C. while stirring. The mixture was poured into water with stirring to form a solution while it was occasionally cooled. The operation including 3 times washing of the aqueous layer with chloroform, then addition of saturated aqueous sodium hydr... The solvent is O (water). Reactants: CC(C1=CC=C(C=C1)C(C(C1=CC=CC=C1)(F)F)(F)F)(C)N (α,α-Dimethyl-4-(α,α,β,β-tetrafluorophenethyl)-benzylamine), S(=O)(=O)(O)CCO (isethionic acid). Solvent: C(C)(C)O (isopropyl alcohol). The product is CC(C1=CC=C(C=C1)C(C(C1=CC=CC=C1)(F)F)(F)F)(C)N.S(=O)(=O)([O-])CCO (α,α-Dimethyl-4-(α,α,β,β-tetrafluorophenethyl)-benzylamine isethionate). As a reaction SMILES: [CH3:1][C:2]([NH2:22])([CH3:21])[C:3]1[CH:8]=[CH:7][C:6]([C:9]([F:20])([F:19])[C:10]([F:18])([F:17])[C:11]2[CH:16]=[CH:15][CH:14]=[CH:13][CH:12]=2)=[CH:5][CH:4]=1.[S:23]([CH2:27][CH2:28][OH:29])([OH:26])(=[O:25])=[O:24]>C(O)(C)C>[CH3:21][C:2]([NH2:22])([CH3:1])[C:3]1[CH:8]=[CH:7][C:6]([C:9]([F:19])([F:20])[C:10]([F:17])([F:18])[C:11]2[CH:16]=[CH:15][CH:14]=[CH:13][CH:12]=2)=[CH:5][CH:4]=1.[S:23]([CH2:27][CH2:28][OH:29])([O-:26])(=[O:25])=[O:24] |f:3.4|. Procedure details: α,α-Dimethyl-4-(α,α,β,β-tetrafluorophenethyl)-benzylamine, 4.1 g. (0.0132 mole), was dissolved in 20 ml. of isopropyl alcohol and the solution treated with 3.7 ml. of 3.8M isethionic acid. Crystallization of the isethionate started after dilution with 400 ml. of absolute ether. The product was collected after several hours at room temperature, washed with absolute ether, and dissolved in 300 ml. of benzene. Water was removed azeotropically by distilling 200 ml. of benzene. The product was precip...